Task: describe an organic reaction: reactants, conditions, products, and yield. Dataset: the Open Reaction Database (ORD), a public repository of structured organic reaction records The product is O=S(=O)(c1ccc(Br)cc1)N1CCCC1CO. The reactants are O=S(=O)(Cl)c1ccc(Br)cc1, ClCCl, OCC1CCCN1, [Na+], O=C([O-])O. As a reaction SMILES: [Br:13][c:14]1[cH:15][cH:16][c:17]([S:20](=[O:21])(=[O:22])[Cl:23])[cH:18][cH:19]1.[Cl:24][CH2:25][Cl:26].[NH:6]1[CH:7]([CH2:11][OH:12])[CH2:8][CH2:9][CH2:10]1.[Na+:5].[O-:1][C:2]([OH:3])=[O:4]>>[N:6]1([S:20]([c:17]2[cH:16][cH:15][c:14]([Br:13])[cH:19][cH:18]2)(=[O:21])=[O:22])[CH:7]([CH2:11][OH:12])[CH2:8][CH2:9][CH2:10]1. As a reaction SMILES: [CH2:1]([CH3:2])[CH:3]1[C:4](=[O:24])[NH:5][c:6]2[cH:7][cH:8][c:9]([F:23])[cH:10][c:11]2[N:12]1[C:13]([c:14]1[cH:15][cH:16][c:17]([O:20][CH3:21])[cH:18][cH:19]1)=[O:22].[CH2:25]([CH:26]1[N:27]([C:28](=[O:29])[c:30]2[cH:31][cH:32][c:33]([O:34][CH3:35])[cH:36][cH:37]2)[c:38]2[c:39]([cH:40][c:41]([F:42])[cH:43][cH:44]2)[N:45]([CH3:46])[C:47]1=[O:48])[CH3:49]>>[CH2:1]([CH3:2])[CH:3]1[C:4](=[O:24])[N:5]([CH3:25])[c:6]2[cH:7][cH:8][c:9]([F:23])[cH:10][c:11]2[N:12]1[C:13]([c:14]1[cH:15][cH:16][c:17]([O:20][CH3:21])[cH:18][cH:19]1)=[O:22]. Reactants: CCC1C(=O)Nc2ccc(F)cc2N1C(=O)c1ccc(OC)cc1, CCC1C(=O)N(C)c2cc(F)ccc2N1C(=O)c1ccc(OC)cc1. Yields the product CCC1C(=O)N(C)c2ccc(F)cc2N1C(=O)c1ccc(OC)cc1. Reactants: NC1=C(C2=C(S(CC2)(=O)=O)C=C1)C(=O)O (5-amino-1,1-dioxo-2,3-dihydro-1H-1λ6-benzo[b]-thiophene-4-carboxylic acid), C(=O)N (formamide), O (water). Solvent: CN(C=O)C (N,N-dimethyl-formamide). Reaction conditions: time 40 minute. The product is O=S1(CCC=2C1=CC=C1N=CNC(C21)=O)=O (3,3-dioxo-1,2,3,8-tetrahydro-3λ6-thia-6,8-diazacyclopenta-[a]naphthalen-9-one). The yield is 48.6%. RXN SMILES: [NH2:1][C:2]1[CH:12]=[CH:11][C:5]2[S:6](=[O:10])(=[O:9])[CH2:7][CH2:8][C:4]=2[C:3]=1[C:13]([OH:15])=O.[CH:16]([NH2:18])=O.O>CN(C)C=O>[O:9]=[S:6]1(=[O:10])[C:5]2=[CH:11][CH:12]=[C:2]3[C:3]([C:13](=[O:15])[NH:18][CH:16]=[N:1]3)=[C:4]2[CH2:8][CH2:7]1. Reported procedure: 0.87 g (3.83 mmol) of 5-amino-1,1-dioxo-2,3-dihydro-1H-1λ6-benzo[b]-thiophene-4-carboxylic acid was suspended in 2.0 ml of N,N-dimethyl-formamide and, after addition of 0.76 ml (19.14 mmol) of formamide, reacted in a microwave at 150° C. and 60 W for 40 min. During the reaction, the pressure in the microwave rose to 20 bar. The reaction mixture was then added to water. The precipitated solid was filtered off with suction and washed successively with water and diethyl ether and dried in vacuo ove... Reactants: O=[O+][O-] (Ozone), O=[O+][O-] (ozone), C(C=C)[C@@H]1C[C@@H](OC2(CCCC2)O1)CC#N ((±)-cis-9-(2-propenyl)-6,10-dioxaspiro[4.5]decane-7-acetonitrile). Solvent: ClCCl (dichloromethane). Product: O=CC[C@@H]1C[C@@H](OC2(CCCC2)O1)CC#N ((±)-cis-9-(2-oxoethyl)-6,10-dioxaspiro[4.5]decane-7-acetonitrile). Reaction SMILES: [CH2:1]([C@H:4]1[O:13][C:8]2([CH2:12][CH2:11][CH2:10][CH2:9]2)[O:7][C@@H:6]([CH2:14][C:15]#[N:16])[CH2:5]1)[CH:2]=C.[O:17]=[O+][O-]>ClCCl>[O:17]=[CH:2][CH2:1][C@H:4]1[O:13][C:8]2([CH2:12][CH2:11][CH2:10][CH2:9]2)[O:7][C@@H:6]([CH2:14][C:15]#[N:16])[CH2:5]1. Procedure: A solution of (±)-cis-9-(2-propenyl)-6,10-dioxaspiro[4.5]decane-7-acetonitrile, 3.4 g (15.36 mmol), in 100 mL of dichloromethane is cooled to -78° C. under nitrogen. Ozone (Welsbach generator, flow rate 0.1, voltage=90 V) is then passed through a fritted gas inlet tube into the solution until the blue color of ozone appears. The current is turned off, and oxygen bubbled through until the blue color is discharged. Triphenylphosphine, 4.2 g (16 mmol), is added and the colorless solution is allowed... Reactants: C(C)(C)(C)OC(=O)N1CCC(CC1)C(CC1=NC(=NC=C1Cl)Cl)O (4-[2-(2,5-dichloro-pyrimidin-4-yl)-1-hydroxy-ethyl]-piperidine-1-carboxylic acid tert-butyl ester), Cl.CS(=O)(=O)N1CCNCC1 (1-methanesulfonyl-piperazine hydrochloride), C([O-])([O-])=O.[K+].[K+] (potassium carbonate), CN(C=O)C (N,N-dimethylformamide). Run in C(C)(=O)OCC (ethyl acetate). Run at temperature 60 celsius, time 4 hour. Yields the product C(C)(C)(C)OC(=O)N1CCC(CC1)C(CC1=NC(=NC=C1Cl)N1CCN(CC1)S(=O)(=O)C)O (4-{2-[5-Chloro-2-(4-methanesulfonyl-piperazin-1-yl)-pyrimidin-4-yl]-1-hydroxy-ethyl}-piperidine-1-carboxylic acid tert-butyl ester). As a reaction SMILES: [C:1]([O:5][C:6]([N:8]1[CH2:13][CH2:12][CH:11]([CH:14]([OH:24])[CH2:15][C:16]2[C:21]([Cl:22])=[CH:20][N:19]=[C:18](Cl)[N:17]=2)[CH2:10][CH2:9]1)=[O:7])([CH3:4])([CH3:3])[CH3:2].Cl.[CH3:26][S:27]([N:30]1[CH2:35][CH2:34][NH:33][CH2:32][CH2:31]1)(=[O:29])=[O:28].C(=O)([O-])[O-].[K+].[K+].CN(C)C=O>C(OCC)(=O)C>[C:1]([O:5][C:6]([N:8]1[CH2:13][CH2:12][CH:11]([CH:14]([OH:24])[CH2:15][C:16]2[C:21]([Cl:22])=[CH:20][N:19]=[C:18]([N:33]3[CH2:34][CH2:35][N:30]([S:27]([CH3:26])(=[O:29])=[O:28])[CH2:31][CH2:32]3)[N:17]=2)[CH2:10][CH2:9]1)=[O:7])([CH3:4])([CH3:3])[CH3:2] |f:1.2,3.4.5|. Reported procedure: A mixture of 4-[2-(2,5-dichloro-pyrimidin-4-yl)-1-hydroxy-ethyl]-piperidine-1-carboxylic acid tert-butyl ester (100 mg), 1-methanesulfonyl-piperazine hydrochloride (70 mg), potassium carbonate (100 mg), and N,N-dimethylformamide (1 mL) is stirred for 4 h at 60° C. After cooling to room temperature ethyl acetate is added. The organic phase is separated, washed with water and brine, dried over MgSO4, and concentrated in vacuo. The residue is chromatographed on silica gel (cyclohexane/ethyl acetate... Starting materials: CC[SiH](CC)CC, ClCCl, COc1cc(C(C)(C)O)c(O)cc1N1CCNCC1, O=C(O)C(F)(F)F. The product is COc1cc(C(C)C)c(O)cc1N1CCNCC1. Reaction SMILES: [CH2:27]([SiH:28]([CH2:29][CH3:30])[CH2:31][CH3:32])[CH3:33].[Cl:34][CH2:35][Cl:36].[OH:1][C:2]([CH3:3])([CH3:4])[c:5]1[c:6]([OH:19])[cH:7][c:8]([N:13]2[CH2:14][CH2:15][NH:16][CH2:17][CH2:18]2)[c:9]([O:11][CH3:12])[cH:10]1.[OH:20][C:21]([C:22]([F:23])([F:24])[F:25])=[O:26]>>[CH:2]([CH3:3])([CH3:4])[c:5]1[c:6]([OH:19])[cH:7][c:8]([N:13]2[CH2:14][CH2:15][NH:16][CH2:17][CH2:18]2)[c:9]([O:11][CH3:12])[cH:10]1. Reactants: N1=CC(=CC=C1)CN (pyridin-3-ylmethanamine), CC1=NNC(=C1)CN ((3-methyl-1H-pyrazol-5-yl)methanamine), FC1=CC=C(CN2N=CN(C2=O)C=2SC(=C(N2)C)C(=O)O)C=C1 (2-(1-(4-fluorobenzyl)-5-oxo-1H-1,2,4-triazol-4(5H)-yl)-4-methylthiazole-5-carboxylic acid). Product: FC1=CC=C(CN2N=CN(C2=O)C=2SC(=C(N2)C)C(=O)NCC2=CC(=NN2)C)C=C1 (2-(1-(4-Fluorobenzyl)-5-oxo-1H-1,2,4-triazol-4(5H)-yl)-4-methyl-N-((3-methyl-1H-pyrazol-5-yl)methyl)thiazole-5-carboxamide). Yield: 31.0%. Reaction SMILES: N1C=CC=C(CN)C=1.[CH3:9][C:10]1[CH:14]=[C:13]([CH2:15][NH2:16])[NH:12][N:11]=1.[F:17][C:18]1[CH:39]=[CH:38][C:21]([CH2:22][N:23]2[C:27](=[O:28])[N:26]([C:29]3[S:30][C:31]([C:35](O)=[O:36])=[C:32]([CH3:34])[N:33]=3)[CH:25]=[N:24]2)=[CH:20][CH:19]=1>>[F:17][C:18]1[CH:39]=[CH:38][C:21]([CH2:22][N:23]2[C:27](=[O:28])[N:26]([C:29]3[S:30][C:31]([C:35]([NH:16][CH2:15][C:13]4[NH:12][N:11]=[C:10]([CH3:9])[CH:14]=4)=[O:36])=[C:32]([CH3:34])[N:33]=3)[CH:25]=[N:24]2)=[CH:20][CH:19]=1. Reported procedure: Following the procedure as described in Example 2, making variations as required to replace pyridin-3-ylmethanamine with (3-methyl-1H-pyrazol-5-yl)methanamine to react with 2-(1-(4-fluorobenzyl)-5-oxo-1H-1,2,4-triazol-4(5H)-yl)-4-methylthiazole-5-carboxylic acid instead of (S)-2-(3-(4-fluorobenzyl)-4-methyl-2-oxoimidazolidin-1-yl)-4-methylthiazole-5-carboxylic acid, the title compound was obtained as an off-white solid in 31% yield: mp 234-235° C. (diethyl ether); 1H NMR (300 MHz, DMSO-d6) δ 12....